Dataset: the Open Reaction Database (ORD), a public repository of structured organic reaction records. Task: describe an organic reaction: reactants, conditions, products, and yield Reactants: [Cl-].[NH4+] (ammonium chloride), C(#N)C1=CC=CC2=CC=CC=C12 (1-cyanonaphthalene), solution, C[Al](C)C (trimethylaluminium). Solvent: C(Cl)Cl (methylene chloride), C1(=CC=CC=C1)C (toluene), CCCCCC (hexane). Reaction conditions: temperature 0 celsius. The product is Cl.C1(=CC=CC2=CC=CC=C12)C(N)=N (1-Naphthalenecarboximidamide hydrochloride). As a reaction SMILES: [Cl-:1].[NH4+:2].C[Al](C)C.[C:7]([C:9]1[C:18]2[C:13](=[CH:14][CH:15]=[CH:16][CH:17]=2)[CH:12]=[CH:11][CH:10]=1)#[N:8]>C1(C)C=CC=CC=1.CCCCCC.C(Cl)Cl>[ClH:1].[C:9]1([C:7](=[NH:2])[NH2:8])[C:18]2[C:13](=[CH:14][CH:15]=[CH:16][CH:17]=2)[CH:12]=[CH:11][CH:10]=1 |f:0.1,7.8|. Reported procedure: 14 g (261 mmol, 2 equiv.) ammonium chloride are suspended in 150 ml of dry toluene under an argon athmosphere, and the mixture is cooled to 0° C. 130 ml (260 mmol, 2 equiv.) of a 2M solution of trimethylaluminium in hexane are added dropwise, and the reaction mixture is stirred at room temperature until no more evolution of gas is observed. After addition of 20 g (130 mmol, 1 equiv.) 1-cyanonaphthalene, the mixture is stirred at 80° C. bath temperature over night. The mixture is cooled and poure... The reactants are CNC(C(=O)C1=C(C=CC=C1)C)=O (N-methyl-2-(2-methylphenyl)-2-oxoacetamide), CO (methanol), Cl.NO (hydroxylamine hydrochloride). Solvent: O (water). The product is CNC(C(=NO)C1=C(C=CC=C1)C)=O (N-methyl-2-(2-methylphenyl)-2-hydroxyiminoacetamide). As a reaction SMILES: [CH3:1][NH:2][C:3](=[O:13])[C:4]([C:6]1[CH:11]=[CH:10][CH:9]=[CH:8][C:7]=1[CH3:12])=O.CO.Cl.[NH2:17][OH:18]>O>[CH3:1][NH:2][C:3](=[O:13])[C:4]([C:6]1[CH:11]=[CH:10][CH:9]=[CH:8][C:7]=1[CH3:12])=[N:17][OH:18] |f:2.3|. Procedure details: To N-methyl-2-(2-methylphenyl)-2-oxoacetamide (5.31 g, 0.03 mol), added were methanol (30 ml) and hydroxylamine hydrochloride (4.17 g, 0.06 ml), and the reaction mixture was heated under reflux for 5 hours. After completion of the reaction, water (150 ml) was added to the reaction mixture which was then extracted with methylene chloride. The extract was dried over anhydrous magnesium sulfate and concentrated under reduced pressure. The residue was purified by silica gel chromatography (ethyl ace... Reactants: BrC=1C(=C2C(=NC1)N(C=C2I)COCC[Si](C)(C)C)Cl (5-Bromo-4-chloro-3-iodo-1-(2-trimethylsilanyl-ethoxymethyl)-1H-pyrrolo[2,3-b]pyridine), COC1=C(C=CC=C1)B(O)O (2-methoxyphenyl boronic acid), C(=O)([O-])[O-].[Na+].[Na+] (Na2CO3), S(=O)(=O)([O-])[O-].[Na+].[Na+] (Sodium sulfate). Reagents/catalysts: Cl[Pd]([P](C1=CC=CC=C1)(C2=CC=CC=C2)C3=CC=CC=C3)([P](C4=CC=CC=C4)(C5=CC=CC=C5)C6=CC=CC=C6)Cl (dichlorobis(triphenylphosphine)palladium(II)). The solvent is C(C)#N (acetonitrile), C1CCOC1 (THF). Conditions: temperature 60 celsius, time 2 hour. Yields the product BrC=1C(=C2C(=NC1)N(C=C2C2=C(C=CC=C2)OC)COCC[Si](C)(C)C)Cl (5-Bromo-4-chloro-3-(2-methoxy-phenyl)-1-(2-trimethylsilanyl-ethoxymethyl)-1H-pyrrolo[2,3-b]pyridine). Yield: 51.0%. Reaction SMILES: [Br:1][C:2]1[C:3]([Cl:20])=[C:4]2[C:10](I)=[CH:9][N:8]([CH2:12][O:13][CH2:14][CH2:15][Si:16]([CH3:19])([CH3:18])[CH3:17])[C:5]2=[N:6][CH:7]=1.[CH3:21][O:22][C:23]1[CH:28]=[CH:27][CH:26]=[CH:25][C:24]=1B(O)O.C([O-])([O-])=O.[Na+].[Na+].S([O-])([O-])(=O)=O.[Na+].[Na+]>C(#N)C.Cl[Pd](Cl)([P](C1C=CC=CC=1)(C1C=CC=CC=1)C1C=CC=CC=1)[P](C1C=CC=CC=1)(C1C=CC=CC=1)C1C=CC=CC=1.C1COCC1>[Br:1][C:2]1[C:3]([Cl:20])=[C:4]2[C:10]([C:24]3[CH:25]=[CH:26][CH:27]=[CH:28][C:23]=3[O:22][CH3:21])=[CH:9][N:8]([CH2:12][O:13][CH2:14][CH2:15][Si:16]([CH3:19])([CH3:18])[CH3:17])[C:5]2=[N:6][CH:7]=1 |f:2.3.4,5.6.7,^1:50,69|. Reported procedure: 5-Bromo-4-chloro-3-iodo-1-(2-trimethylsilanyl-ethoxymethyl)-1H-pyrrolo[2,3-b]pyridine (916 mg, 2 mmol), 2-methoxyphenyl boronic acid (321 mg, 2.2 mmol), dichlorobis(triphenylphosphine)palladium(II) (74 mg, 0.1 mmol), and 2 mL of 2M Na2CO3 (aq) were dissolved in 10 mL of acetonitrile and 10 mL of THF under an atmosphere of nitrogen. The mixture was heated at 60° C. with rapid stirring under N2 for 2 h. Sodium sulfate was added to the reaction mixture and the slurry was filtered over Celite and co... The reactants are maleic esters, anhydride, esters, C(\C=C/C(=O)O)(=O)O (maleic acid), monohydric alcohols, esters, C(\C=C/C(=O)O)(=O)O (maleic acid), C(\C=C\C(=O)O)(=O)O (fumaric acid), anhydride. Solvent: C1=CC=CC=C1 (benzene). Product: C1(\C=C/C(=O)O1)=O (Maleic anhydride), hydrocarbons, C=CCC (butene). RXN SMILES: [C:1]([OH:8])(=[O:7])/[CH:2]=[CH:3]\[C:4]([OH:6])=O.[C:9](O)(=O)/[CH:10]=[CH:11]/[C:12](O)=O>C1C=CC=CC=1>[C:4]1(=[O:6])[O:8][C:1](=[O:7])[CH:2]=[CH:3]1.[CH2:9]=[CH:10][CH2:11][CH3:12]. Procedure: This invention relates to the preparation of esters of maleic acid with monohydric alcohols and to the preparation of monohydric esters of mixtures of maleic acid and fumaric acid. For various reasons maleic in the form of the anhydride is the principal starting material for maleic esters but the principal reason is because the anhydride is the form in which maleic is commercially produced. Maleic anhydride is commercially produced by the oxidation of hydrocarbons such as benzene or butene. Male... Run in C(C)O (ethanol), O (water). Procedure: To a stirred solution of 3-(4-fluorophenyl)-6-methyl-1,2,3,4-tetrahydroquinoline (0.28 g, 0.00166 mol) in ethanol (1 mL) was added 1N hydrochloric acid (1 mL), and the reaction mixture was cooled to 0° C. Sodium nitrite (0.160 g, 0.00232 mol) in water (3 mL) was added at 0° C., and the mixture stirred for 1 h at RT. The reaction was monitored by TLC. After completion, solvent was removed under reduced pressure to obtain product as a brown colored oil (0.28 g, 89% yield). Conditions: temperature 0 celsius, time 1 hour. RXN SMILES: [F:1][C:2]1[CH:7]=[CH:6][C:5]([CH:8]2[CH2:17][C:16]3[C:11](=[CH:12][CH:13]=[C:14]([CH3:18])[CH:15]=3)[NH:10][CH2:9]2)=[CH:4][CH:3]=1.Cl.[N:20]([O-])=[O:21].[Na+]>C(O)C.O>[F:1][C:2]1[CH:7]=[CH:6][C:5]([CH:8]2[CH2:17][C:16]3[C:11](=[CH:12][CH:13]=[C:14]([CH3:18])[CH:15]=3)[N:10]([N:20]=[O:21])[CH2:9]2)=[CH:4][CH:3]=1 |f:2.3|. The yield is 62.4%. The product is FC1=CC=C(C=C1)C1CN(C2=CC=C(C=C2C1)C)N=O (3-(4-fluorophenyl)-6-methyl-1-nitroso-1,2,3,4-tetrahydroquinoline). Starting materials: FC1=CC=C(C=C1)C1CNC2=CC=C(C=C2C1)C (3-(4-fluorophenyl)-6-methyl-1,2,3,4-tetrahydroquinoline), Cl (hydrochloric acid), N(=O)[O-].[Na+] (Sodium nitrite). The reactants are C(=O)[O-].[NH4+] (ammonium formate), C(C)(C)NC(=O)C1=CN(C2=NC=C(N=C21)C2=NN(C1=CC(=CC=C21)F)C2CN(C2)C(C2=CC=CC=C2)C2=CC=CC=C2)COCC[Si](C)(C)C (2-[1-(1-benzhydryl-azetidin-3-yl)-6-fluoro-1H-indazol-3-yl]-5-(2-trimethylsilanyl-ethoxymethyl)-5H-pyrrolo[2,3-b]pyrazine-7-carboxylic acid isopropylamide). Reagents/catalysts: [Pd] (palladium on carbon). Run in CO (MeOH), CO (MeOH), C1CCOC1 (THF). Reaction conditions: temperature 50 celsius. Product: C(C)(C)NC(=O)C1=CN(C2=NC=C(N=C21)C2=NN(C1=CC(=CC=C21)F)C2CNC2)COCC[Si](C)(C)C (2-(1-azetidin-3-yl-6-fluoro-1H-indazol-3-yl)-5-(2-trimethylsilanyl-ethoxymethyl)-5H-pyrrolo[2,3-b]pyrazine-7-carboxylic acid isopropylamide). Yield: 67.8%. RXN SMILES: C([O-])=O.[NH4+].[CH:5]([NH:8][C:9]([C:11]1[C:19]2[C:14](=[N:15][CH:16]=[C:17]([C:20]3[C:28]4[C:23](=[CH:24][C:25]([F:29])=[CH:26][CH:27]=4)[N:22]([CH:30]4[CH2:33][N:32](C(C5C=CC=CC=5)C5C=CC=CC=5)[CH2:31]4)[N:21]=3)[N:18]=2)[N:13]([CH2:47][O:48][CH2:49][CH2:50][Si:51]([CH3:54])([CH3:53])[CH3:52])[CH:12]=1)=[O:10])([CH3:7])[CH3:6]>CO.C1COCC1.[Pd]>[CH:5]([NH:8][C:9]([C:11]1[C:19]2[C:14](=[N:15][CH:16]=[C:17]([C:20]3[C:28]4[C:23](=[CH:24][C:25]([F:29])=[CH:26][CH:27]=4)[N:22]([CH:30]4[CH2:33][NH:32][CH2:31]4)[N:21]=3)[N:18]=2)[N:13]([CH2:47][O:48][CH2:49][CH2:50][Si:51]([CH3:53])([CH3:52])[CH3:54])[CH:12]=1)=[O:10])([CH3:7])[CH3:6] |f:0.1|. Procedure: In a round-bottomed flask ammonium formate (135 mg, 2.15 mmol) was dissolved in MeOH (1.5 mL). This solution was added to a solution of 2-[1-(1-benzhydryl-azetidin-3-yl)-6-fluoro-1H-indazol-3-yl]-5-(2-trimethylsilanyl-ethoxymethyl)-5H-pyrrolo[2,3-b]pyrazine-7-carboxylic acid isopropylamide (74 mg, 0.107 mmol) in THF (1.5 mL) which caused a white precipitate to form. This slurry was transferred via pipet to a pressure tube containing 10% palladium on carbon (wet, 23 mg) in MeOH (1 mL). The tube w... Reactants: NC=1C=C(C=CC1)CCCN1C(C2=CC=CC=C2C1=O)=O (2-(3-(3-aminophenyl)propyl)isoindoline-1,3-dione), C(CC)C1(OC1)CCC (2,2-dipropyloxirane). The solvent is CCO.O (EtOH H2O). Product: OC(CNC=1C=C(C=CC1)CCCN1C(C2=CC=CC=C2C1=O)=O)(CCC)CCC (2-(3-(3-(2-hydroxy-2-propylpentylamino)phenyl)propyl)isoindoline-1,3-dione). RXN SMILES: [NH2:1][C:2]1[CH:3]=[C:4]([CH2:8][CH2:9][CH2:10][N:11]2[C:19](=[O:20])[C:18]3[C:13](=[CH:14][CH:15]=[CH:16][CH:17]=3)[C:12]2=[O:21])[CH:5]=[CH:6][CH:7]=1.[CH2:22]([C:25]1([CH2:28][CH2:29][CH3:30])[CH2:27][O:26]1)[CH2:23][CH3:24]>CCO.O>[OH:26][C:25]([CH2:28][CH2:29][CH3:30])([CH2:22][CH2:23][CH3:24])[CH2:27][NH:1][C:2]1[CH:3]=[C:4]([CH2:8][CH2:9][CH2:10][N:11]2[C:19](=[O:20])[C:18]3[C:13](=[CH:14][CH:15]=[CH:16][CH:17]=3)[C:12]2=[O:21])[CH:5]=[CH:6][CH:7]=1 |f:2.3|. Reported procedure: To a stirred solution of 2-(3-(3-aminophenyl)propyl)isoindoline-1,3-dione (0.50 g, 1.78 mmol) in EtOH:H2O (9:1), 2,2-dipropyloxirane (0.45 g, 3.57 mmol) was added and the reaction mixture was stirred under reflux for 36 h. The reaction mixture was concentrated under reduced pressure. Purification by column chromatography (20% to 30% EtOAc—hexanes gradient) gave 2-(3-(3-(2-hydroxy-2-propylpentylamino)phenyl)propyl)isoindoline-1,3-dione as a yellow semisolid. Yield (0.22 g, 30%); 1H NMR (400 MHz, ...